From a dataset of the Open Reaction Database (ORD), a public repository of structured organic reaction records. describe an organic reaction: reactants, conditions, products, and yield The reactants are OC(c1ccccc1)(c1ccccc1)c1ccccc1, CC(=O)O, O, CCOC(=O)c1c(C(C)(C)O)nc(CSC)n1Cc1ccc(-c2ccccc2-c2nnnn2C(c2ccccc2)(c2ccccc2)c2ccccc2)cc1. Yields the product CCOC(=O)c1c(C(C)(C)O)nc(CSC)n1Cc1ccc(-c2ccccc2-c2nnn[nH]2)cc1. As a reaction SMILES: [C:59]([OH:60])([c:61]1[cH:62][cH:63][cH:64][cH:65][cH:66]1)([c:67]1[cH:68][cH:69][cH:70][cH:71][cH:72]1)[c:73]1[cH:74][cH:75][cH:76][cH:77][cH:78]1.[CH3:55][C:56](=[O:57])[OH:58].[OH2:79].[OH:1][C:2]([CH3:3])([CH3:4])[c:5]1[n:6][c:7]([CH2:52][S:53][CH3:54])[n:8]([CH2:15][c:16]2[cH:17][cH:18][c:19](-[c:22]3[c:23](-[c:28]4[n:29][n:30][n:31][n:32]4[C:33]([c:34]4[cH:35][cH:36][cH:37][cH:38][cH:39]4)([c:40]4[cH:41][cH:42][cH:43][cH:44][cH:45]4)[c:46]4[cH:47][cH:48][cH:49][cH:50][cH:51]4)[cH:24][cH:25][cH:26][cH:27]3)[cH:20][cH:21]2)[c:9]1[C:10](=[O:11])[O:12][CH2:13][CH3:14]>>[OH:1][C:2]([CH3:3])([CH3:4])[c:5]1[n:6][c:7]([CH2:52][S:53][CH3:54])[n:8]([CH2:15][c:16]2[cH:17][cH:18][c:19](-[c:22]3[c:23](-[c:28]4[n:29][n:30][n:31][nH:32]4)[cH:24][cH:25][cH:26][cH:27]3)[cH:20][cH:21]2)[c:9]1[C:10](=[O:11])[O:12][CH2:13][CH3:14].